From a dataset of the Open Reaction Database (ORD), a public repository of structured organic reaction records. describe an organic reaction: reactants, conditions, products, and yield Starting materials: CC1([C@@H](N(C(O1)=O)C1=CC=C(C(=O)NNC2=NC=CC(=C2)I)C=C1)C1=CC=CC=C1)C ((S)-4-(5,5-dimethyl-2-oxo-4-phenyloxazolidin-3-yl)-N′-(4-iodopyridin-2-yl)benzohydrazide), CC(=O)O (AcOH). Reaction conditions: temperature 180 celsius. Product: IC1=CC=2N(C=C1)C(=NN2)C2=CC=C(C=C2)N2C(OC([C@@H]2C2=CC=CC=C2)(C)C)=O ((S)-3-(4-(7-Iodo-[1,2,4]triazolo[4,3-a]pyridin-3-yl)phenyl)-5,5-dimethyl-4-phenyloxazolidin-2-one). Reaction SMILES: [CH3:1][C:2]1([CH3:31])[O:6][C:5](=[O:7])[N:4]([C:8]2[CH:24]=[CH:23][C:11]([C:12]([NH:14][NH:15][C:16]3[CH:21]=[C:20]([I:22])[CH:19]=[CH:18][N:17]=3)=O)=[CH:10][CH:9]=2)[C@H:3]1[C:25]1[CH:30]=[CH:29][CH:28]=[CH:27][CH:26]=1.CC(O)=O>>[I:22][C:20]1[CH:19]=[CH:18][N:17]2[C:12]([C:11]3[CH:23]=[CH:24][C:8]([N:4]4[C@@H:3]([C:25]5[CH:26]=[CH:27][CH:28]=[CH:29][CH:30]=5)[C:2]([CH3:1])([CH3:31])[O:6][C:5]4=[O:7])=[CH:9][CH:10]=3)=[N:14][N:15]=[C:16]2[CH:21]=1. Procedure: A heterogeneous mixture of (S)-4-(5,5-dimethyl-2-oxo-4-phenyloxazolidin-3-yl)-N′-(4-iodopyridin-2-yl)benzohydrazide (1.53 g, 2.90 mmol) in glacial AcOH (11.70 mL, 203 mmol) was heated at 180° C. for 1 hour. LC-MS indicated clean and complete conversion to the desired product. The reaction mixture was concentrated under vacuum to give the product as a yellow solid. The material was carried on to next step without purification. m/z (ESI) 511.0 (M+H)+. Reaction SMILES: [CH3:1][O:2][C:3]([CH:4]([NH:5][C:6]([c:7]1[c:8]([Cl:16])[cH:9][c:10]([N+:13]([O-:14])=[O:15])[cH:11][cH:12]1)=[O:17])[CH2:18][c:19]1[cH:20][cH:21][c:22](-[c:25]2[c:26]([O:31][CH3:32])[cH:27][cH:28][cH:29][cH:30]2)[cH:23][cH:24]1)=[O:33].[CH3:35][OH:36].[OH2:34]>>[CH3:1][O:2][C:3]([CH:4]([NH:5][C:6]([c:7]1[c:8]([Cl:16])[cH:9][c:10]([NH2:13])[cH:11][cH:12]1)=[O:17])[CH2:18][c:19]1[cH:20][cH:21][c:22](-[c:25]2[c:26]([O:31][CH3:32])[cH:27][cH:28][cH:29][cH:30]2)[cH:23][cH:24]1)=[O:33]. Reactants: COC(=O)C(Cc1ccc(-c2ccccc2OC)cc1)NC(=O)c1ccc([N+](=O)[O-])cc1Cl, CO, O. The product is COC(=O)C(Cc1ccc(-c2ccccc2OC)cc1)NC(=O)c1ccc(N)cc1Cl. Reactants: OC(CBr)CCBr, NC1CCCCC1, O. The product is OC1CCN(C2CCCCC2)C1. RXN SMILES: [Br:1][CH2:2][CH:3]([CH2:4][CH2:5][Br:6])[OH:7].[NH2:8][CH:9]1[CH2:10][CH2:11][CH2:12][CH2:13][CH2:14]1.[OH2:15]>>[CH2:2]1[CH:3]([OH:7])[CH2:4][CH2:5][N:8]1[CH:9]1[CH2:10][CH2:11][CH2:12][CH2:13][CH2:14]1. The reactants are sulfone ketone, Lithium diisopropylamine(LDA), CCCCCCC.C1CCOC1.C(C)C1=CC=CC=C1 (heptane THF ethylbenzene), CI (methyl iodide). Run in C1CCOC1 (THF). Run at time 15 minute. The product is O1CCCC2=CC=CC=C12 (Chroman). As a reaction SMILES: CI.[CH3:3][CH2:4][CH2:5][CH2:6][CH2:7][CH2:8][CH3:9].C1C[O:13][CH2:12][CH2:11]1.C(C1C=CC=CC=1)C>C1COCC1>[O:13]1[C:12]2[C:6](=[CH:7][CH:8]=[CH:9][CH:11]=2)[CH2:5][CH2:4][CH2:3]1 |f:1.2.3|. Procedure: To 0.9 g (4 mmole) of sulfone ketone in 40 ml of THF is added 2.5 ml (5 mmole, 1.25 eq.) of 2 M of Lithium diisopropylamine(LDA) in heptane/THF/ethylbenzene at −60° C. The mixture is stirred for about 15 minutes, and then 1.24 ml (20 mmole, 5 eq.) of methyl iodide is added. The reaction mixture is stirred for 1 hour at −60° C., and then the cold bath is removed. After stirring overnight, the reaction mixture is partitioned between EtOAc and water, washed with 0.5N HCl, aqueous sodium bicarbonate... Reactants: CCN=C=NCCCN(C)C.Cl (WSC hydrochloride), C=1C=CC2=C(C1)N=NN2O (HOBt), CN(CCN)C (2-dimethylaminoethylamine), OC1=CC=C(C=C1)CCNC1=NC=C(C(=N1)NC1=CC(=CC=C1)C)C(=O)O (2-{[2-(4-hydroxyphenyl)ethyl]amino}-4-[(3-methylphenyl)amino]pyrimidine-5-carboxylic acid). Solvent: O (water), CN(C)C=O (DMF). Reaction conditions: time 8 hour. The product is CN(CCNC(=O)C=1C(=NC(=NC1)NCCC1=CC=C(C=C1)O)NC1=CC(=CC=C1)C)C (N-(2-dimethylaminoethyl)-2-{[2-(4-hydroxyphenyl)ethyl]amino}-4-[(3-methylphenyl)amino]pyrimidine-5-carboxamide). The yield is 69.3%. As a reaction SMILES: [OH:1][C:2]1[CH:7]=[CH:6][C:5]([CH2:8][CH2:9][NH:10][C:11]2[N:16]=[C:15]([NH:17][C:18]3[CH:23]=[CH:22][CH:21]=[C:20]([CH3:24])[CH:19]=3)[C:14]([C:25]([OH:27])=O)=[CH:13][N:12]=2)=[CH:4][CH:3]=1.CCN=C=NCCCN(C)C.Cl.C1C=CC2N(O)N=NC=2C=1.[CH3:50][N:51]([CH3:55])[CH2:52][CH2:53][NH2:54]>O.CN(C=O)C>[CH3:50][N:51]([CH3:55])[CH2:52][CH2:53][NH:54][C:25]([C:14]1[C:15]([NH:17][C:18]2[CH:23]=[CH:22][CH:21]=[C:20]([CH3:24])[CH:19]=2)=[N:16][C:11]([NH:10][CH2:9][CH2:8][C:5]2[CH:6]=[CH:7][C:2]([OH:1])=[CH:3][CH:4]=2)=[N:12][CH:13]=1)=[O:27] |f:1.2|. Procedure details: A 4 ml portion of DMF solution containing 352 mg of 2-{[2-(4-hydroxyphenyl)ethyl]amino}-4-[(3-methylphenyl)amino]pyrimidine-5-carboxylic acid was mixed with 223 mg of WSC hydrochloride, 157 mg of HOBt and 103 mg of 2-dimethylaminoethylamine, followed by stirring overnight at room temperature. The reaction mixture was diluted with water and then extracted with ethyl acetate. The organic layer was washed with saturated brine and then the solvent was evaporated. The resulting residue was purified b... Procedure: The tert-butyl-3-(methyl(6-(2-methylpyridine-3-yloxy)pyridine-3-yl)carbamoyl)-1H-indole-1-carboxylate (40 mg, 0.087 mmol) was added to a mixed solution of dichloromethane (1 ml) and TFA (1 ml), and the mixture was stirred at room temperature for 1 hour. Subsequently, the product was filtered, washed, and dried to yield a target compound as a white solid (28 mg, 90%) Yields the product CN(C(=O)C1=CNC2=CC=CC=C12)C=1C=NC(=CC1)OC=1C(=NC=CC1)C (1H-indole-3-carboxylic acid methyl-[6-(2-methyl-pyridine-3-yloxy)-pyridine-3-yl]-amide). Reactants: C(C)(C)(C)OC(=O)N1C=C(C2=CC=CC=C12)C(N(C=1C=NC(=CC1)OC=1C(=NC=CC1)C)C)=O (tert-butyl-3-(methyl(6-(2-methylpyridine-3-yloxy)pyridine-3-yl)carbamoyl)-1H-indole-1-carboxylate), C(=O)(C(F)(F)F)O (TFA). Reaction conditions: time 1 hour. Solvent: ClCCl (dichloromethane). Isolated yield 89.8%. RXN SMILES: C(OC([N:8]1[C:16]2[C:11](=[CH:12][CH:13]=[CH:14][CH:15]=2)[C:10]([C:17](=[O:34])[N:18]([CH3:33])[C:19]2[CH:20]=[N:21][C:22]([O:25][C:26]3[C:27]([CH3:32])=[N:28][CH:29]=[CH:30][CH:31]=3)=[CH:23][CH:24]=2)=[CH:9]1)=O)(C)(C)C.C(O)(C(F)(F)F)=O>ClCCl>[CH3:33][N:18]([C:19]1[CH:20]=[N:21][C:22]([O:25][C:26]2[C:27]([CH3:32])=[N:28][CH:29]=[CH:30][CH:31]=2)=[CH:23][CH:24]=1)[C:17]([C:10]1[C:11]2[C:16](=[CH:15][CH:14]=[CH:13][CH:12]=2)[NH:8][CH:9]=1)=[O:34].